From a dataset of the Open Reaction Database (ORD), a public repository of structured organic reaction records. describe an organic reaction: reactants, conditions, products, and yield Reactants: COc1c(OCc2ccccc2)cc(Cl)c(Nc2ccccc2CC(=O)O)c1Cl, Clc1ccccc1Cl, C1CCOC1. Product: COc1c(O)cc(Cl)c(Nc2ccccc2CC(=O)O)c1Cl. RXN SMILES: [Cl:1][c:2]1[c:3]([NH:19][c:20]2[c:21]([CH2:26][C:27](=[O:28])[OH:29])[cH:22][cH:23][cH:24][cH:25]2)[c:4]([Cl:18])[cH:5][c:6]([O:10][CH2:11][c:12]2[cH:13][cH:14][cH:15][cH:16][cH:17]2)[c:7]1[O:8][CH3:9].[Cl:35][c:36]1[c:37]([Cl:38])[cH:39][cH:40][cH:41][cH:42]1.[O:30]1[CH2:31][CH2:32][CH2:33][CH2:34]1>>[Cl:1][c:2]1[c:3]([NH:19][c:20]2[c:21]([CH2:26][C:27](=[O:28])[OH:29])[cH:22][cH:23][cH:24][cH:25]2)[c:4]([Cl:18])[cH:5][c:6]([OH:10])[c:7]1[O:8][CH3:9]. Reactants: CC(C)(C)OC(=O)N1CCC(Oc2cc(Cl)ncn2)CC1, CCOC(C)=O, Clc1ccc2c(n1)CCN2, [H-], [Na+], CN(C)C=O. The product is CC(C)(C)OC(=O)N1CCC(Oc2cc(N3CCc4nc(Cl)ccc43)ncn2)CC1. RXN SMILES: [C:13]([CH3:14])([CH3:15])([CH3:16])[O:17][C:18](=[O:19])[N:20]1[CH2:21][CH2:22][CH:23]([O:26][c:27]2[n:28][cH:29][n:30][c:31]([Cl:33])[cH:32]2)[CH2:24][CH2:25]1.[CH3:39][CH2:40][O:41][C:42](=[O:43])[CH3:44].[Cl:1][c:2]1[cH:3][cH:4][c:5]2[c:6]([n:7]1)[CH2:8][CH2:9][NH:10]2.[H-:12].[Na+:11].[O:34]=[CH:35][N:36]([CH3:37])[CH3:38]>>[Cl:1][c:2]1[cH:3][cH:4][c:5]2[c:6]([n:7]1)[CH2:8][CH2:9][N:10]2[c:31]1[n:30][cH:29][n:28][c:27]([O:26][CH:23]2[CH2:22][CH2:21][N:20]([C:18]([O:17][C:13]([CH3:14])([CH3:15])[CH3:16])=[O:19])[CH2:25][CH2:24]2)[cH:32]1.